From a dataset of the Open Reaction Database (ORD), a public repository of structured organic reaction records. describe an organic reaction: reactants, conditions, products, and yield The reactants are FC1=C(C=CC=C1)S(=O)(=O)C=1N=NC(=CC1)OC (3-(2-fluoro-benzenesulfonyl)-6-methoxy-pyridazine), Cl (hydrochloric acid), [OH-].[Na+] (sodium hydroxide). Solvent: O (water). The product is FC1=C(C=CC=C1)S(=O)(=O)C=1C=CC(NN1)=O (6-(2-Fluoro-benzenesulfonyl)-2H-pyridazin-3-one). Isolated yield 42.2%. Reaction SMILES: [F:1][C:2]1[CH:7]=[CH:6][CH:5]=[CH:4][C:3]=1[S:8]([C:11]1[N:12]=[N:13][C:14]([O:17]C)=[CH:15][CH:16]=1)(=[O:10])=[O:9].Cl.[OH-].[Na+]>O>[F:1][C:2]1[CH:7]=[CH:6][CH:5]=[CH:4][C:3]=1[S:8]([C:11]1[CH:16]=[CH:15][C:14](=[O:17])[NH:13][N:12]=1)(=[O:9])=[O:10] |f:2.3|. Reported procedure: A mixture of 3-(2-fluoro-benzenesulfonyl)-6-methoxy-pyridazine (200 mg) and concentrated hydrochloric acid (2 mL) was prepared and refluxed for one hour. The reaction mixture was cooled and diluted with water (20 mL). Sufficient 40% aqueous sodium hydroxide was then added to adjust the pH of the mixture to 3 and the mixture was extracted with ethyl acetate (2×20 mL). The ethyl acetate extract portions were collected and combined, dried over anhydrous sodium sulfate and filtered. The filtrate was... Procedure details: 10.0 g (47.4 mmol) of 5-bromo-4-methyl-1H-indazole and 21.0 g (56.9 mmol) of tert-butyl 4-[(tosyloxy)methyl]piperidin-1-carboxylate were dissolved in 726 ml DMF. To this were added 21.0 g (56.9 mmol) of tetrabutylammonium iodide and 18.5 g (56.9 mmol) of caesium carbonate and the reaction mixture was heated under nitrogen at 80° C. for 1.5 hrs. For the work-up, it was treated with water and ethyl acetate, the organic phase separated and the aqueous phase extracted several times with ethyl acetat... The product is BrC1=CC2=CN(N=C2C=C1C)CC1CCN(CC1)C(=O)OC(C)(C)C (Tert-butyl 4-[(5-bromo-6-methyl-2H-indazol-2-yl)methyl]piperidin-1-carboxylate). The reagents and catalysts are [I-].C(CCC)[N+](CCCC)(CCCC)CCCC (tetrabutylammonium iodide). RXN SMILES: [Br:1][C:2]1[C:3](C)=[C:4]2[C:8](=[CH:9][CH:10]=1)[NH:7][N:6]=[CH:5]2.S(O[CH2:23][CH:24]1[CH2:29][CH2:28][N:27]([C:30]([O:32][C:33]([CH3:36])([CH3:35])[CH3:34])=[O:31])[CH2:26][CH2:25]1)(C1C=CC(C)=CC=1)(=O)=O.[C:37](=O)([O-])[O-].[Cs+].[Cs+].O>CN(C=O)C.[I-].C([N+](CCCC)(CCCC)CCCC)CCC.C(OCC)(=O)C>[Br:1][C:2]1[C:10]([CH3:37])=[CH:9][C:8]2[C:4](=[CH:5][N:6]([CH2:23][CH:24]3[CH2:25][CH2:26][N:27]([C:30]([O:32][C:33]([CH3:35])([CH3:34])[CH3:36])=[O:31])[CH2:28][CH2:29]3)[N:7]=2)[CH:3]=1 |f:2.3.4,7.8|. Reaction conditions: temperature 80 celsius. Run in C(C)(=O)OCC (ethyl acetate), CN(C)C=O (DMF). Starting materials: O (water), C([O-])([O-])=O.[Cs+].[Cs+] (caesium carbonate), BrC=1C(=C2C=NNC2=CC1)C (5-bromo-4-methyl-1H-indazole), S(=O)(=O)(C1=CC=C(C)C=C1)OCC1CCN(CC1)C(=O)OC(C)(C)C (tert-butyl 4-[(tosyloxy)methyl]piperidin-1-carboxylate). The product is CCn1cccc1C=O. Starting materials: CCn1cccc1, C=O. RXN SMILES: [CH2:1]([CH3:2])[n:3]1[cH:4][cH:5][cH:6][cH:7]1.[CH2:8]=[O:9]>>[CH2:1]([CH3:2])[n:3]1[c:4]([CH:8]=[O:9])[cH:5][cH:6][cH:7]1. The reactants are S1C2=C(C=C1CCO)C=CC=C2 (2-Benzo[b]thiopheneethanol), BrCCCCCCBr (1,6-dibromohexane), [OH-].[Na+] (sodium hydroxide), CCOCC (ether). Solvent: O (water). The product is BrCCCCCCOCCC1=CC2=C(S1)C=CC=C2 (2-[2-[(6-Bromohexyl)oxy]ethyl]benzo[b]thiophene). Reaction SMILES: [S:1]1[C:5]([CH2:6][CH2:7][OH:8])=[CH:4][C:3]2[CH:9]=[CH:10][CH:11]=[CH:12][C:2]1=2.[Br:13][CH2:14][CH2:15][CH2:16][CH2:17][CH2:18][CH2:19]Br.[OH-].[Na+].CCOCC>O>[Br:13][CH2:14][CH2:15][CH2:16][CH2:17][CH2:18][CH2:19][O:8][CH2:7][CH2:6][C:5]1[S:1][C:2]2[CH:12]=[CH:11][CH:10]=[CH:9][C:3]=2[CH:4]=1 |f:2.3|. Procedure details: 2-Benzo[b]thiopheneethanol (2.20 g), 1,6-dibromohexane (2.59 ml), TAB (0.25 g), aqueous 12.5M sodium hydroxide (9 ml), and ether (20 ml) were stirred overnight at room temperature. The mixture was diluted with water (50 ml), extracted with ether (3×50 ml), and the combined, dried extracts were evaporated. The residual oil was purified by FCC eluting with cyclohexane-diethyl ether (100:0→98:2) to give the title compound as a colourless oil (2.73 g).